This data is from the Open Reaction Database (ORD), a public repository of structured organic reaction records. The task is: describe an organic reaction: reactants, conditions, products, and yield Reactants: C1=CC(=CC=C1N)N (p-phenylenediamine), C(=O)(OC(C)(C)C)NCC(=O)O (N-Boc-glycine), C1(CCCCC1)N=C=NC1CCCCC1 (dicyclohexylcarbodiimide). Run in O1CCCC1 (tetrahydrofuran). Run at time 5 hour. Product: C(C)(C)(C)OC(=O)NCC(=O)NNC1=CC=C(C=C1)N (2-tertiary-Butoxycarbonylaminoacetylamino-p-phenylenediamine). As a reaction SMILES: [CH:1]1[C:6]([NH2:7])=[CH:5][CH:4]=[C:3]([NH2:8])[CH:2]=1.[C:9]([NH:16][CH2:17][C:18]([OH:20])=O)([O:11][C:12]([CH3:15])([CH3:14])[CH3:13])=[O:10].C1([N:27]=C=NC2CCCCC2)CCCCC1>O1CCCC1>[C:12]([O:11][C:9]([NH:16][CH2:17][C:18]([NH:27][NH:7][C:6]1[CH:5]=[CH:4][C:3]([NH2:8])=[CH:2][CH:1]=1)=[O:20])=[O:10])([CH3:15])([CH3:14])[CH3:13]. Procedure details: 8.65 g (0.08 mol) of p-phenylenediamine are dissolved in 300 ml of absolute tetrahydrofuran (THF) together with 15.3 g (0.088 mol) of N-Boc-glycine, and 18.05g (0.088 mol) of dicyclohexylcarbodiimide is added in portions. After 5 h, the deposited precipitate is filtered off with suction, the filtrate is concentrated, and the product is purified by chromatography on silica gel by means of ethyl acetate/methanol/acetic acid and then crystallized from ethyl acetate/petroleum ether. The yield of the... The reactants are Cl.CN(CC(=O)NC1=C(C=CC(=C1)SC1=CC=CC=C1)N1C(SCC1=O)=NC(=O)OC)C (3-[2-(2-Dimethylaminoacetamido)-4-phenylthiophenyl]-2-methoxycarbonyliminothiazolidin-4-one hydrochloride), C([O-])([O-])=O.[Na+].[Na+] (sodium carbonate). Run in O (water), C(Cl)(Cl)Cl (chloroform). The product is CN(CC(=O)NC1=C(C=CC(=C1)SC1=CC=CC=C1)N1C(SCC1=O)=NC(=O)OC)C (3-[2-(2-dimethylaminoacetamido)-4-phenylthiophenyl]-2-methoxycarbonyliminothiazolidin-4-one). Yield: 88.4%. RXN SMILES: Cl.[CH3:2][N:3]([CH3:32])[CH2:4][C:5]([NH:7][C:8]1[CH:13]=[C:12]([S:14][C:15]2[CH:20]=[CH:19][CH:18]=[CH:17][CH:16]=2)[CH:11]=[CH:10][C:9]=1[N:21]1[C:25](=[O:26])[CH2:24][S:23][C:22]1=[N:27][C:28]([O:30][CH3:31])=[O:29])=[O:6].C(=O)([O-])[O-].[Na+].[Na+]>O.C(Cl)(Cl)Cl>[CH3:2][N:3]([CH3:32])[CH2:4][C:5]([NH:7][C:8]1[CH:13]=[C:12]([S:14][C:15]2[CH:16]=[CH:17][CH:18]=[CH:19][CH:20]=2)[CH:11]=[CH:10][C:9]=1[N:21]1[C:25](=[O:26])[CH2:24][S:23][C:22]1=[N:27][C:28]([O:30][CH3:31])=[O:29])=[O:6] |f:0.1,2.3.4|. Procedure details: 3-[2-(2-Dimethylaminoacetamido)-4-phenylthiophenyl]-2-methoxycarbonyliminothiazolidin-4-one hydrochloride (16.0 g; prepared as described in Example 1) was suspended in a mixture of water (150 ml) and chloroform (150 ml). Anhydrous sodium carbonate (1.75 g) was added, and the mixture was shaken vigorously. The chloroform layer was separated and the aqueous layer was extracted with a further quantity of chloroform (2 × 50 ml). The combined chloroform layers were dried over magnesium sulphate and e...